The task is: describe an organic reaction: reactants, conditions, products, and yield. This data is from the Open Reaction Database (ORD), a public repository of structured organic reaction records. Starting materials: O1N=C(C2=C1C=CC=C2)NC(=O)N2CCN(CC2)C2=NC(=NS2)N2CCNCC2 (N-1,2-benzisoxazol-3-yl-4-(3-piperazin-1-yl-1,2,4-thiadiazol-5-yl)piperazine-1-carboxamide), ON1N=NC2=C1C=CC=C2 (1-hydroxybenzotriazole), Cl.CN(CCCN=C=NCC)C (1-(3-dimethylaminopropyl)-3-ethylcarbodiimide hydrochloride), C(C)(C)(C)OC(=O)NCC(=O)O (N-(tert-butoxycarbonyl)glycine). The solvent is CN(C=O)C (N,N-dimethylformamide), O (water). The product is O1N=C(C2=C1C=CC=C2)NC(=O)N2CCN(CC2)C2=NC(=NS2)N2CCN(CC2)C(CNC(OC(C)(C)C)=O)=O (tert-Butyl {2-[4-(5-{4-[(1,2-benzisoxazol-3-ylamino)carbonyl]piperazin-1-yl}-1,2,4-thiadiazol-3-yl)piperazin-1-yl]-2-oxoethyl}carbamate). The yield is 74.0%. RXN SMILES: [O:1]1[C:5]2[CH:6]=[CH:7][CH:8]=[CH:9][C:4]=2[C:3]([NH:10][C:11]([N:13]2[CH2:18][CH2:17][N:16]([C:19]3[S:23][N:22]=[C:21]([N:24]4[CH2:29][CH2:28][NH:27][CH2:26][CH2:25]4)[N:20]=3)[CH2:15][CH2:14]2)=[O:12])=[N:2]1.ON1C2C=CC=CC=2N=N1.Cl.CN(C)CCCN=C=NCC.[C:52]([O:56][C:57]([NH:59][CH2:60][C:61](O)=[O:62])=[O:58])([CH3:55])([CH3:54])[CH3:53]>CN(C)C=O.O>[O:1]1[C:5]2[CH:6]=[CH:7][CH:8]=[CH:9][C:4]=2[C:3]([NH:10][C:11]([N:13]2[CH2:14][CH2:15][N:16]([C:19]3[S:23][N:22]=[C:21]([N:24]4[CH2:25][CH2:26][N:27]([C:61](=[O:62])[CH2:60][NH:59][C:57](=[O:58])[O:56][C:52]([CH3:53])([CH3:54])[CH3:55])[CH2:28][CH2:29]4)[N:20]=3)[CH2:17][CH2:18]2)=[O:12])=[N:2]1 |f:2.3|. Procedure: A solution of N-1,2-benzisoxazol-3-yl-4-(3-piperazin-1-yl-1,2,4-thiadiazol-5-yl)piperazine-1-carboxamide (100 mg, 0.241 mmol), 1-hydroxybenzotriazole (32.5 mg, 0.241 mmol), 1-(3-dimethylaminopropyl)-3-ethylcarbodiimide hydrochloride (92.5 mg, 0.482 mmol) and N-(tert-butoxycarbonyl)glycine (42.3 mg, 0.241 mmol) in N,N-dimethylformamide (2 ml) was stirred at room temperature for 12 hours. The reaction mixture was poured to water, and a solid was separated by filtration, which was recrystallized fr... Reactants: O (water), [OH-].[Na+] (sodium hydroxide), suspension, C1=CC=C2C(=C1)C=CC3=CC=CC=C3C2=O (dibenzosuberenone), [BH4-].[Na+] (sodium borohydride). Run in CO (methanol). Conditions: time 8 hour. Yields the product C1=CC=CC=2C(C3=C(C=CC21)C=CC=C3)O (5H-dibenzo[a,d][7]annulen-5-ol). As a reaction SMILES: O.[OH-].[Na+].[CH:4]1[CH:9]=[C:8]2[CH:10]=[CH:11][C:12]3[C:17]([C:18](=[O:19])[C:7]2=[CH:6][CH:5]=1)=[CH:16][CH:15]=[CH:14][CH:13]=3.[BH4-].[Na+]>CO>[CH:9]1[C:8]2[CH:10]=[CH:11][C:12]3[CH:13]=[CH:14][CH:15]=[CH:16][C:17]=3[CH:18]([OH:19])[C:7]=2[CH:6]=[CH:5][CH:4]=1 |f:1.2,4.5|. Reported procedure: 4 ml of water, 0.45 ml of 1 N aqueous sodium hydroxide solution and 20 ml of a suspension of 1.50 g (7.27 mmol) of dibenzosuberenone in methanol were added to 200 mg (5.29 mmol) of sodium borohydride, and they were stirred overnight. Crystals thus precipitated were taken by the filtration, washed with water and dissolved in ethyl acetate. After drying over anhydrous magnesium sulfate, the solvent was evaporated under reduced pressure to obtain the title compound. The reactants are C1CC2=CC=CC=C2C(=O)C1 (α-tetralone), OS(=O)(=O)O (H2SO4), C(C)(=O)OC(=C)C (isopropenyl acetate). Yields the product C(C)(=O)OC1=CCCC2=CC=CC=C12 (3,4-dihydro-1-naphthalenyl acetate). The yield is 112.3%. Reaction SMILES: [CH2:1]1[CH2:11][C:9](=[O:10])[C:8]2[C:3](=[CH:4][CH:5]=[CH:6][CH:7]=2)[CH2:2]1.OS(O)(=O)=O.[C:17](OC(C)=C)(=[O:19])[CH3:18]>>[C:17]([O:10][C:9]1[C:8]2[C:3](=[CH:4][CH:5]=[CH:6][CH:7]=2)[CH2:2][CH2:1][CH:11]=1)(=[O:19])[CH3:18]. Procedure details: A mixture of α-tetralone (200 mL, 1.5 mol) and conc. H2SO4 (4 mL) in isopropenyl acetate (1.0 L, 9.08 mol) was heated to reflux overnight. It was cooled to r.t. and filtered through a mixture of celite, NaHCO3 and silica (approx. 1:1:0.2) with EtOAc and concentrated to yield 317.1 g of the crude title product; bp: 90° C./0.5 mm Hg. The reactants are BrCCC[Si](CCC1=C2C(=NC=3C4=CC5=C(C(N4CC13)=O)COC([C@]5(O)CC)=O)C=CC=C2)(C)C ((4S)-11-{2-[(3-bromopropyl)-dimethylsilanyl]-ethyl}-4-ethyl-4-hydroxy-1,12-dihydro-4H-2-oxa-6,12a-diaza-dibenzo[b,h]fluorene-3,13-dione), N1N=CN=C1 (1,2,4-triazole), C(=O)(O)[O-].[Na+] (NaHCO3). Solvent: CN(C=O)C (N,N-dimethylformamide). The product is C[Si](CCC1=C2C(=NC=3C4=CC5=C(C(N4CC13)=O)COC([C@]5(O)CC)=O)C=CC=C2)(CCCN2N=CN=C2)C ((4S)-11-{2-[dimethyl-(3-[1,2,4]triazol-1-yl-propyl)-silanyl]-ethyl}-4-ethyl-4-hydroxy-1,12-dihydro-4H-2-oxa-6,12a-diaza-dibenzo[b,h]fluorene-3,13-dione). The yield is 61.0%. RXN SMILES: Br[CH2:2][CH2:3][CH2:4][Si:5]([CH3:35])([CH3:34])[CH2:6][CH2:7][C:8]1[C:20]2[CH2:19][N:18]3[C:13](=[CH:14][C:15]4[C@:25]([CH2:27][CH3:28])([OH:26])[C:24](=[O:29])[O:23][CH2:22][C:16]=4[C:17]3=[O:21])[C:12]=2[N:11]=[C:10]2[CH:30]=[CH:31][CH:32]=[CH:33][C:9]=12.[NH:36]1[CH:40]=[N:39][CH:38]=[N:37]1.C([O-])(O)=O.[Na+]>CN(C)C=O>[CH3:34][Si:5]([CH3:35])([CH2:4][CH2:3][CH2:2][N:36]1[CH:40]=[N:39][CH:38]=[N:37]1)[CH2:6][CH2:7][C:8]1[C:20]2[CH2:19][N:18]3[C:13](=[CH:14][C:15]4[C@:25]([CH2:27][CH3:28])([OH:26])[C:24](=[O:29])[O:23][CH2:22][C:16]=4[C:17]3=[O:21])[C:12]=2[N:11]=[C:10]2[CH:30]=[CH:31][CH:32]=[CH:33][C:9]=12 |f:2.3|. Procedure details: A solution of Compound 11 (50 mg), 1,2,4-triazole (31 mg) and NaHCO3 (15 mg) in dry N,N-dimethylformamide (1 mL) was heated at 70° C. for 5 hours under argon. The N,N-dimethylformamide was removed from the reaction mixture under vacuum and the residue was directly eluted on a silica gel column using 4% ethanol in dichloromethane to obtain the required product in 61% yield (30 mg). Reactants: ClC1=CC=C(C=C1)C1(CC1)C(CC(=O)OCC)O (ethyl 1-(p-chlorophenyl)-β-hydroxy-cyclopropanepropionate), C[N+]1(CCOCC1)[O-] (4-methyl-morpholine N-oxide). The reagents and catalysts are [Ru](=O)(=O)(=O)[O-].C(CC)[N+](CCC)(CCC)CCC (tetrapropyl-ammonium perruthenate). Run in C(C)#N (acetonitrile), C(C)OCC (diethyl ether). Run at time 2 hour. Product: ethyl acetate hexanes, ClC1=CC=C(C=C1)C1(CC1)C(CC(=O)OCC)=O (Ethyl 1-(p-chlorophenyl)-β-oxo-cyclopropanepropionate). Isolated yield 54.8%. As a reaction SMILES: [Cl:1][C:2]1[CH:7]=[CH:6][C:5]([C:8]2([CH:11]([OH:18])[CH2:12][C:13]([O:15][CH2:16][CH3:17])=[O:14])[CH2:10][CH2:9]2)=[CH:4][CH:3]=1.C[N+]1([O-])CCOCC1>C(#N)C.C(OCC)C.[Ru]([O-])(=O)(=O)=O.C([N+](CCC)(CCC)CCC)CC>[Cl:1][C:2]1[CH:3]=[CH:4][C:5]([C:8]2([C:11](=[O:18])[CH2:12][C:13]([O:15][CH2:16][CH3:17])=[O:14])[CH2:10][CH2:9]2)=[CH:6][CH:7]=1 |f:4.5|. Procedure: A solution of ethyl 1-(p-chlorophenyl)-β-hydroxy-cyclopropanepropionate (7.9 g, 29.4 mmol) and 4-methyl-morpholine N-oxide (14.0 g, 120 mmol) in acetonitrile containing 30 4 Å molecular sieves is stirred at room temperature for 20 minutes, treated with tetrapropyl-ammonium perruthenate (0.8 g, 2.3 mmol), stirred for two hours while maintaining the reaction mixture temperature at room temperature with an ice-water bath, diluted with diethyl ether, filtered through diatomaceous earth, and concentr...